describe an organic reaction: reactants, conditions, products, and yield From a dataset of the Open Reaction Database (ORD), a public repository of structured organic reaction records. Starting materials: C(C)(C)(C)OC(C(C)(SC=1SC=C(N1)CCOC=1C=NN(C1)C1=CC(=CC=C1)C(F)(F)F)C)=O (2-methyl-2-({4-[2-({1-[3-(trifluoromethyl)phenyl]-1H-pyrazol-4-yl}oxy)ethyl]-1,3-thiazol-2-yl}thio)propionic acid tert-butyl ester), FC(C(=O)O)(F)F (trifluoroacetic acid). Run in ClCCl (dichloromethane). Conditions: time 12 hour. Product: CC(C(=O)O)(C)SC=1SC=C(N1)CCOC=1C=NN(C1)C1=CC(=CC=C1)C(F)(F)F (2-methyl-2-({4-[2-({1-[3-(trifluoromethyl)phenyl]-1H-pyrazol-4-yl}oxy)ethyl]-1,3-thiazol-2-yl}thio)propionic acid). Yield: 81.4%. As a reaction SMILES: C([O:5][C:6](=[O:34])[C:7]([CH3:33])([S:9][C:10]1[S:11][CH:12]=[C:13]([CH2:15][CH2:16][O:17][C:18]2[CH:19]=[N:20][N:21]([C:23]3[CH:28]=[CH:27][CH:26]=[C:25]([C:29]([F:32])([F:31])[F:30])[CH:24]=3)[CH:22]=2)[N:14]=1)[CH3:8])(C)(C)C.FC(F)(F)C(O)=O>ClCCl>[CH3:33][C:7]([S:9][C:10]1[S:11][CH:12]=[C:13]([CH2:15][CH2:16][O:17][C:18]2[CH:19]=[N:20][N:21]([C:23]3[CH:28]=[CH:27][CH:26]=[C:25]([C:29]([F:32])([F:30])[F:31])[CH:24]=3)[CH:22]=2)[N:14]=1)([CH3:8])[C:6]([OH:34])=[O:5]. Procedure details: 2-Methyl-2-({4-[2-({1-[3-(trifluoromethyl)phenyl]-1H-pyrazol-4-yl}oxy)ethyl]-1,3-thiazol-2-yl}thio)propionic acid tert-butyl ester (400 mg) obtained in Example 158-1 was dissolved in dichloromethane (6 mL), trifluoroacetic acid (2 mL) was added, and the mixture was stirred at room temperature for 12 hr. The reaction mixture was concentrated under reduced pressure, and the residue was purified by silica gel chromatography (elution solvent; hexane:ethyl acetate=1:1 to 0:1) to give the title compou... Starting materials: C(C)OC(CC1=CC2=CC=C(C=C2C(=C1)C(C1=CC=C(C=C1)S(=O)(=O)N1CCN(CC1)C)=O)F)=O ({6-fluoro-4-[4-(4-methyl-piperazine-1-sulfonyl)-benzoyl]-naphthalen-2-yl}-acetic acid ethyl ester), O.[OH-].[Li+] (lithium hydroxide monohydrate). The solvent is O1CCCC1 (tetrahydrofuran), O (water). Reaction conditions: time 48 hour. Product: FC=1C=C2C(=CC(=CC2=CC1)CC(=O)O)C(C1=CC=C(C=C1)S(=O)(=O)N1CCN(CC1)C)=O ({6-fluoro-4-[4-(4-methyl-piperazine-1-sulfonyl)-benzoyl]-naphthalen-2-yl}-acetic acid). Yield: 42.5%. RXN SMILES: C([O:3][C:4](=[O:35])[CH2:5][C:6]1[CH:15]=[C:14]([C:16](=[O:33])[C:17]2[CH:22]=[CH:21][C:20]([S:23]([N:26]3[CH2:31][CH2:30][N:29]([CH3:32])[CH2:28][CH2:27]3)(=[O:25])=[O:24])=[CH:19][CH:18]=2)[C:13]2[C:8](=[CH:9][CH:10]=[C:11]([F:34])[CH:12]=2)[CH:7]=1)C.O.[OH-].[Li+]>O1CCCC1.O>[F:34][C:11]1[CH:12]=[C:13]2[C:8](=[CH:9][CH:10]=1)[CH:7]=[C:6]([CH2:5][C:4]([OH:35])=[O:3])[CH:15]=[C:14]2[C:16](=[O:33])[C:17]1[CH:18]=[CH:19][C:20]([S:23]([N:26]2[CH2:27][CH2:28][N:29]([CH3:32])[CH2:30][CH2:31]2)(=[O:25])=[O:24])=[CH:21][CH:22]=1 |f:1.2.3|. Reported procedure: To a stirred solution of {6-fluoro-4-[4-(4-methyl-piperazine-1-sulfonyl)-benzoyl]-naphthalen-2-yl}-acetic acid ethyl ester (0.05 g, 0.10 mmol) in tetrahydrofuran (6 mL) was added a solution of lithium hydroxide monohydrate (0.021 g, 0.50 mmol) in water (1.5 mL) and the reaction mixture was stirred for 48 hours at room temperature. The solvents were distilled off under reduced pressure, then the residue was diluted with water (4 mL) and washed with ethyl acetate (2×3 mL) to remove unwanted organi...